This data is from the Open Reaction Database (ORD), a public repository of structured organic reaction records. The task is: describe an organic reaction: reactants, conditions, products, and yield Reactants: CS(C)=O, OB(O)c1ccc(OC(F)(F)F)cc1, COc1ccc(-c2nc3cc(Br)ccc3o2)cc1[N+](=O)[O-]. Product: COc1ccc(-c2nc3cc(-c4ccc(OC(F)(F)F)cc4)ccc3o2)cc1[N+](=O)[O-]. Reaction SMILES: [CH3:36][S:37]([CH3:38])=[O:39].[F:22][C:23]([O:24][c:25]1[cH:26][cH:27][c:28]([B:31]([OH:32])[OH:33])[cH:29][cH:30]1)([F:34])[F:35].[N+:1](=[O:2])([O-:3])[c:4]1[cH:5][c:6](-[c:12]2[o:13][c:14]3[c:15]([n:16]2)[cH:17][c:18]([Br:21])[cH:19][cH:20]3)[cH:7][cH:8][c:9]1[O:10][CH3:11]>>[N+:1](=[O:2])([O-:3])[c:4]1[cH:5][c:6](-[c:12]2[o:13][c:14]3[c:15]([n:16]2)[cH:17][c:18](-[c:28]2[cH:27][cH:26][c:25]([O:24][C:23]([F:22])([F:34])[F:35])[cH:30][cH:29]2)[cH:19][cH:20]3)[cH:7][cH:8][c:9]1[O:10][CH3:11]. Starting materials: C(C)(C)(C)OC(=O)NC(CC1=CC2=C(OC(O2)CNC(CCC(=O)O)=O)C=C1)C (N-[5-(2-tert-butoxycarbonylamino-propyl)-benzo[1,3]dioxol-2-ylmethyl]-succinamic Acid), C(C)N=C=NCCCN(C)C (1-ethyl-3-(3-dimethylaminopropyl)-carbodiimide), ON1C(CCC1=O)=O (N-hydroxysuccinimide). Solvent: ClCCl (dichloromethane), ClCCl (dichloromethane). Run at time 18 hour. The product is O=C1N(C(CC1)=O)OC(CCC(=O)NCC1OC2=C(O1)C=CC(=C2)CC(C)NC(=O)OC(C)(C)C)=O (N-[5-(2-tert-butoxycarbonylamino-propyl)-benzo[1,3]dioxol-2-ylmethyl]-succinamic Acid 2,5-dioxo-pyrrolidin-1-yl Ester). RXN SMILES: [C:1]([O:5][C:6]([NH:8][CH:9]([CH3:29])[CH2:10][C:11]1[CH:28]=[CH:27][C:14]2[O:15][CH:16]([CH2:18][NH:19][C:20](=[O:26])[CH2:21][CH2:22][C:23]([OH:25])=[O:24])[O:17][C:13]=2[CH:12]=1)=[O:7])([CH3:4])([CH3:3])[CH3:2].O[N:31]1[C:35](=[O:36])[CH2:34][CH2:33][C:32]1=[O:37].C(N=C=NCCCN(C)C)C>ClCCl>[O:37]=[C:32]1[CH2:33][CH2:34][C:35](=[O:36])[N:31]1[O:24][C:23](=[O:25])[CH2:22][CH2:21][C:20]([NH:19][CH2:18][CH:16]1[O:15][C:14]2[CH:27]=[CH:28][C:11]([CH2:10][CH:9]([NH:8][C:6]([O:5][C:1]([CH3:4])([CH3:2])[CH3:3])=[O:7])[CH3:29])=[CH:12][C:13]=2[O:17]1)=[O:26]. Procedure details: To 32 mg (0.078 mmol) of 3G was added 4 mL of dichloromethane (distilled over CaH2) followed by 14 mg (0.12 mmol) of N-hydroxysuccinimide and 30 mg (0.152 mmol) of 1-ethyl-3-(3-dimethylaminopropyl)-carbodiimide. The reaction mixture was allowed to stir at room temperature under argon atmosphere 18 hours. The reaction mixture was diluted with additional 25 mL of dichloromethane and washed with 2×20 mL of water, 2×20 mL of saturated sodium bicarbonate and 1×20 mL of water. The organic layer was dr...